This data is from the Open Reaction Database (ORD), a public repository of structured organic reaction records. The task is: describe an organic reaction: reactants, conditions, products, and yield Starting materials: CCOC(=O)c1nc(N)sc1C=CSC(c1ccccc1)(c1ccccc1)c1ccccc1, N, C1COCCO1. Product: NC(=O)c1nc(N)sc1C=CSC(c1ccccc1)(c1ccccc1)c1ccccc1. RXN SMILES: [NH2:1][c:2]1[s:3][c:4]([CH:12]=[CH:13][S:14][C:15]([c:16]2[cH:17][cH:18][cH:19][cH:20][cH:21]2)([c:22]2[cH:23][cH:24][cH:25][cH:26][cH:27]2)[c:28]2[cH:29][cH:30][cH:31][cH:32][cH:33]2)[c:5]([C:7](=[O:8])[O:9][CH2:10][CH3:11])[n:6]1.[NH3:40].[O:34]1[CH2:35][CH2:36][O:37][CH2:38][CH2:39]1>>[NH2:1][c:2]1[s:3][c:4]([CH:12]=[CH:13][S:14][C:15]([c:16]2[cH:17][cH:18][cH:19][cH:20][cH:21]2)([c:22]2[cH:23][cH:24][cH:25][cH:26][cH:27]2)[c:28]2[cH:29][cH:30][cH:31][cH:32][cH:33]2)[c:5]([C:7](=[O:8])[NH2:40])[n:6]1. Reactants: formyl, C(=O)N1CCNCC1 (1-formylpiperazine), ClC(C1=CC=CC=C1)C1=CC=CC=C1 (chlorodiphenylmethane), Cl (hydrochloric acid). The solvent is C(C)O (ethanol). Conditions: time 48 hour. The product is 9, C1(=CC=CC=C1)C(N1CCNCC1)C1=CC=CC=C1 (1-Diphenylmethylpiperazine). Isolated yield 55.0%. As a reaction SMILES: C([N:3]1[CH2:8][CH2:7][NH:6][CH2:5][CH2:4]1)=O.Cl[CH:10]([C:17]1[CH:22]=[CH:21][CH:20]=[CH:19][CH:18]=1)[C:11]1[CH:16]=[CH:15][CH:14]=[CH:13][CH:12]=1.Cl>C(O)C>[C:11]1([CH:10]([C:17]2[CH:22]=[CH:21][CH:20]=[CH:19][CH:18]=2)[N:3]2[CH2:8][CH2:7][NH:6][CH2:5][CH2:4]2)[CH:16]=[CH:15][CH:14]=[CH:13][CH:12]=1. Procedure: 11.2 g (98 mmoles) of 1-formylpiperazine was added to 10 g (49 mmoles) of chlorodiphenylmethane, and the solution was stirred at room temperature for 48 hours, and the mixture was extracted with water and methylene chloride. The organic layer was dried over anhydrous magnesium sulfate, and the solvent was evaporated under reduced pressure. The residue was purified by silica gel column chromatography, and 8.9 g (31.9 mmoles) of the resulting formyl compound was dissolved in 100 ml of ethanol, and... The reactants are 11, FC1=CC(=C(C=C1)C(C)=O)OCC1=CC=CC=C1 (1-[4-fluoro-2-(phenylmethoxy)phenyl]ethanone), ClC=1C=C(C=CC1)C(=O)OO (3-chlorobenzenecarboperoxoic acid). Solvent: ClCCl (dichloromethane). Reaction conditions: time 5 day. Product: FC1=CC(=C(C=C1)O)OCC1=CC=CC=C1 (4-fluoro-2-(phenylmethoxy)phenol), intermediate 77. The yield is 93.0%. RXN SMILES: [F:1][C:2]1[CH:7]=[CH:6][C:5](C(=O)C)=[C:4]([O:11][CH2:12][C:13]2[CH:18]=[CH:17][CH:16]=[CH:15][CH:14]=2)[CH:3]=1.ClC1C=C(C(OO)=[O:27])C=CC=1>ClCCl>[F:1][C:2]1[CH:7]=[CH:6][C:5]([OH:27])=[C:4]([O:11][CH2:12][C:13]2[CH:18]=[CH:17][CH:16]=[CH:15][CH:14]=2)[CH:3]=1. Reported procedure: A mixture of 11 parts of 1-[4-fluoro-2-(phenylmethoxy)phenyl]ethanone, 8.48 parts of 3-chlorobenzenecarboperoxoic acid and 260 parts of dichloromethane was stirred for 5 days at room temperature. The precipitate was filtered off and the filtrate was stirred in a saturate thiosulfate solution for 15 minutes. The organic layer was separated and stirred in a saturate hydrogen carbonate solution for 15 minutes. The organic layer was separated, washed with water, dried, filtered and evaporated. The s... The reactants are ClCCl, O, O=C(O)C(F)(F)F, CC(C)(C)OC(=O)N1CCCC1COc1cncc(N2CCC(CCOc3ccc(O)cc3)CC2)c1. RXN SMILES: [Cl:44][CH2:45][Cl:46].[OH2:47].[OH:1][C:2]([C:3]([F:4])([F:5])[F:6])=[O:7].[OH:8][c:9]1[cH:10][cH:11][c:12]([O:13][CH2:14][CH2:15][CH:16]2[CH2:17][CH2:18][N:19]([c:22]3[cH:23][n:24][cH:25][c:26]([O:28][CH2:29][CH:30]4[N:31]([C:35]([O:36][C:37]([CH3:38])([CH3:39])[CH3:40])=[O:41])[CH2:32][CH2:33][CH2:34]4)[cH:27]3)[CH2:20][CH2:21]2)[cH:42][cH:43]1>>[OH:8][c:9]1[cH:10][cH:11][c:12]([O:13][CH2:14][CH2:15][CH:16]2[CH2:17][CH2:18][N:19]([c:22]3[cH:23][n:24][cH:25][c:26]([O:28][CH2:29][CH:30]4[NH:31][CH2:32][CH2:33][CH2:34]4)[cH:27]3)[CH2:20][CH2:21]2)[cH:42][cH:43]1. The product is Oc1ccc(OCCC2CCN(c3cncc(OCC4CCCN4)c3)CC2)cc1. The reactants are C=1C=CC2=C(C1)N=NN2O (HOBT), C(CCl)Cl (EDC), C(C1=CC=CC=C1)N1CCNCCC1 (1-Benzyl-[1,4]-diazepane), C(C)(C)(C)OC(=O)N1CCC(CC1)C(=O)O (1-tert-butoxycarbonyl-piperidine-4-carboxylic acid), TEA. Solvent: C(Cl)Cl (DCM). Run at time 8 hour. Yields the product C(C1=CC=CC=C1)N1CCN(CCC1)C(=O)C1CCN(CC1)C(=O)OC(C)(C)C (1-Benzyl-4-(1-tert-butoxycarbonyl-piperidine-4-carbonyl)-[1,4]-diazepane). Isolated yield 89.0%. Reaction SMILES: [CH2:1]([N:8]1[CH2:14][CH2:13][CH2:12][NH:11][CH2:10][CH2:9]1)[C:2]1[CH:7]=[CH:6][CH:5]=[CH:4][CH:3]=1.[C:15]([O:19][C:20]([N:22]1[CH2:27][CH2:26][CH:25]([C:28](O)=[O:29])[CH2:24][CH2:23]1)=[O:21])([CH3:18])([CH3:17])[CH3:16].C1C=CC2N(O)N=NC=2C=1.C(Cl)CCl>C(Cl)Cl>[CH2:1]([N:8]1[CH2:14][CH2:13][CH2:12][N:11]([C:28]([CH:25]2[CH2:26][CH2:27][N:22]([C:20]([O:19][C:15]([CH3:18])([CH3:17])[CH3:16])=[O:21])[CH2:23][CH2:24]2)=[O:29])[CH2:10][CH2:9]1)[C:2]1[CH:3]=[CH:4][CH:5]=[CH:6][CH:7]=1. Procedure details: 1-Benzyl-[1,4]-diazepane (3.78 g) and 1-tert-butoxycarbonyl-piperidine-4-carboxylic acid (5.0 g) were dissolved in DCM (150 ml) and TEA (3.6 ml) was added followed by HOBT (1.34 g) and finally EDC (4.90 g). The reaction was stirred at rt overnight. The reaction mixture was then evaporated to a minimum, re-dissolved in DCM (50 ml) and washed with saturated sodium hydrogen carbonate solution (3×50 ml) and brine (50 ml). The organic layer was dried (MgSO4) and evaporated to a crude which was purifi... The reactants are c1ccc(CN2CCC3(CO3)C2)cc1, CCN. Product: CCNCC1(O)CCN(Cc2ccccc2)C1. Reaction SMILES: [CH2:1]([c:2]1[cH:3][cH:4][cH:5][cH:6][cH:7]1)[N:8]1[CH2:9][C:10]2([CH2:11][O:12]2)[CH2:13][CH2:14]1.[CH3:15][CH2:16][NH2:17]>>[CH2:1]([c:2]1[cH:3][cH:4][cH:5][cH:6][cH:7]1)[N:8]1[CH2:9][C:10]([CH2:11][NH:17][CH2:16][CH3:15])([OH:12])[CH2:13][CH2:14]1.